From a dataset of the Open Reaction Database (ORD), a public repository of structured organic reaction records. describe an organic reaction: reactants, conditions, products, and yield Reactants: CN1C(C(=CC(=C1)B1OC(C(O1)(C)C)(C)C)NC1=NC=C(C=C1)C(=O)N1CCOCC1)=O (1-Methyl-3-[5-(morpholine-4-carbonyl)-pyridin-2-ylamino]-5-(4,4,5,5-tetramethyl-[1,3,2]dioxaborolan-2-yl)-1H-pyridin-2-one), BrC1=C(COC(C)=O)C(=CC=C1)N1C(C2=CC=C(C=C2CC1)NC)=O (acetic acid 2-bromo-6-(6-methylamino-1-oxo-3,4-dihydro-1H-isoquinolin-2-yl)-benzyl ester), P(=O)([O-])([O-])[O-].[K+].[K+].[K+] (potassium phosphate), 2-(dicyclohexylphoshphino)-2′,4′,6′-tri-i-propyl-1,1′-biphenyl, bis(dibenzylidineacetone)palladium(0), [OH-].[Li+] (lithium hydroxide). Conditions: temperature 100 celsius, time 18 hour. Product: OCC1=C(C=CC=C1C1=CN(C(C(=C1)NC1=NC=C(C=C1)C(=O)N1CCOCC1)=O)C)N1C(C2=CC=C(C=C2CC1)NC)=O (2-(2-Hydroxymethyl-3-{1-methyl-5-[5-(morpholine-4-carbonyl)-pyridin-2-ylamino]-6-oxo-1,6-dihydro-pyridin-3-yl}-phenyl)-6-methylamino-3,4-dihydro-2H-isoquinolin-1-one). Isolated yield 32.7%. Reaction SMILES: [CH3:1][N:2]1[CH:7]=[C:6](B2OC(C)(C)C(C)(C)O2)[CH:5]=[C:4]([NH:17][C:18]2[CH:23]=[CH:22][C:21]([C:24]([N:26]3[CH2:31][CH2:30][O:29][CH2:28][CH2:27]3)=[O:25])=[CH:20][N:19]=2)[C:3]1=[O:32].Br[C:34]1[CH:44]=[CH:43][CH:42]=[C:41]([N:45]2[CH2:54][CH2:53][C:52]3[C:47](=[CH:48][CH:49]=[C:50]([NH:55][CH3:56])[CH:51]=3)[C:46]2=[O:57])[C:35]=1[CH2:36][O:37]C(=O)C.P([O-])([O-])([O-])=O.[K+].[K+].[K+].[OH-].[Li+]>>[OH:37][CH2:36][C:35]1[C:34]([C:6]2[CH:5]=[C:4]([NH:17][C:18]3[CH:23]=[CH:22][C:21]([C:24]([N:26]4[CH2:31][CH2:30][O:29][CH2:28][CH2:27]4)=[O:25])=[CH:20][N:19]=3)[C:3](=[O:32])[N:2]([CH3:1])[CH:7]=2)=[CH:44][CH:43]=[CH:42][C:41]=1[N:45]1[CH2:54][CH2:53][C:52]2[C:47](=[CH:48][CH:49]=[C:50]([NH:55][CH3:56])[CH:51]=2)[C:46]1=[O:57] |f:2.3.4.5,6.7|. Procedure details: To 1-Methyl-3-[5-(morpholine-4-carbonyl)-pyridin-2-ylamino]-5-(4,4,5,5-tetramethyl-[1,3,2]dioxaborolan-2-yl)-1H-pyridin-2-one (96 mg, 0.22 mmol), acetic acid 2-bromo-6-(6-methylamino-1-oxo-3,4-dihydro-1H-isoquinolin-2-yl)-benzyl ester (88 mg, 0.22 mmol), potassium phosphate (46 mg, 0.22 mmol), 2-(dicyclohexylphoshphino)-2′,4′,6′-tri-i-propyl-1,1′-biphenyl (6.2 mg, 0.013 mmol), and bis(dibenzylidineacetone)palladium(0) (3.7 mg, 0064 mmol) was added 4 mL of degassed 1:3 water/n-butanol. The headsp... Starting materials: [Br-], [Br-], C=CCC[Mg+], Fc1ccc(-c2csc3ncnc(Cl)c23)cc1, [Cu]I, C1CCOC1. Yields the product C=CCCc1ncnc2scc(-c3ccc(F)cc3)c12. RXN SMILES: [Br-:1].[Br-:24].[CH2:2]([CH2:3][CH:4]=[CH2:5])[Mg+:6].[Cl:7][c:8]1[c:9]2[c:10]([n:11][cH:12][n:13]1)[s:14][cH:15][c:16]2-[c:17]1[cH:18][cH:19][c:20]([F:23])[cH:21][cH:22]1.[Cu:30][I:31].[O:25]1[CH2:26][CH2:27][CH2:28][CH2:29]1>>[CH2:2]([CH2:3][CH:4]=[CH2:5])[c:8]1[c:9]2[c:10]([n:11][cH:12][n:13]1)[s:14][cH:15][c:16]2-[c:17]1[cH:18][cH:19][c:20]([F:23])[cH:21][cH:22]1. The reactants are BrC1=C(C=NC2=CC=C(N=C12)OC)C(=O)O (4-bromo-6-(methoxy)-[1,5]naphthyridine-3-carboxylic acid), C(=O)([O-])[O-].[K+].[K+] (K2CO3), IC (iodomethane). Solvent: CN(C)C=O (DMF). Conditions: time 72 hour. Yields the product BrC1=C(C=NC2=CC=C(N=C12)OC)C(=O)OC (Methyl 4-bromo-6-(methyloxy)-1,5-naphthyridine-3-carboxylate). Yield: 80.0%. Reaction SMILES: [Br:1][C:2]1[C:11]2[C:6](=[CH:7][CH:8]=[C:9]([O:12][CH3:13])[N:10]=2)[N:5]=[CH:4][C:3]=1[C:14]([OH:16])=[O:15].[C:17]([O-])([O-])=O.[K+].[K+].IC>CN(C=O)C>[Br:1][C:2]1[C:11]2[C:6](=[CH:7][CH:8]=[C:9]([O:12][CH3:13])[N:10]=2)[N:5]=[CH:4][C:3]=1[C:14]([O:16][CH3:17])=[O:15] |f:1.2.3|. Procedure: To a solution of 4-bromo-6-(methoxy)-[1,5]naphthyridine-3-carboxylic acid (for a synthesis see WO2004058144, Example 53(d)) (8.28 g, 29.3 mmol) in DMF (200 ml) was added K2CO3 (5.934 g, 43 mmol) and iodomethane (2.18 ml, 35 mmol) and the reaction was stirred at rt for 72 h. The reaction was partitioned between EtOAc and water. The organic phase was separated and washed twice more with water. The aqueous phases were re-extracted with EtOAc and this EtOAc phase separated and washed with water. The... The reactants are CC1=NC=C(C=N1)C=O (2-methylpyrimidine-5-carbaldehyde), C1CN2CCN1CC2 (DABCO), C(C=C)(=O)OC (methyl acrylate). Solvent: O1CCOCC1 (1,4-dioxane), O (H2O), [Cl-].[Na+].O (brine). Run at time 2 hour. Product: COC(C(=C)C(C=1C=NC(=NC1)C)O)=O (2-[hydroxy-(2-methyl-pyrimidin-5-yl)-methyl]acrylic acid methyl ester). Isolated yield 83.4%. RXN SMILES: [CH3:1][C:2]1[N:7]=[CH:6][C:5]([CH:8]=[O:9])=[CH:4][N:3]=1.C1N2CCN(CC2)C1.[C:18]([O:22][CH3:23])(=[O:21])[CH:19]=[CH2:20]>O1CCOCC1.O.[Cl-].[Na+].O>[CH3:23][O:22][C:18](=[O:21])[C:19]([CH:8]([OH:9])[C:5]1[CH:4]=[N:3][C:2]([CH3:1])=[N:7][CH:6]=1)=[CH2:20] |f:5.6.7|. Procedure: A mixture of 2-methylpyrimidine-5-carbaldehyde (1 g, 8.18 mmol, 1 eq), DABCO (1 eq, 935 mg) and methyl acrylate (5 eq, 3.68 ml) dissolved in a 1,4-dioxane (40 ml/H2O (40 ml) mixture was stirred at room temperature for 2 hours. The mixture was then poured into 300 ml of brine and the organic substances were extracted with DCM (3 times, 300 ml was used in total). The gathered DCM layers were dried, the solvent was evaporated and the obtained crude oil was triturated with diethyl ether to afford 2-... The reactants are F[B-](F)(F)F.[Na+] (sodium tetrafluoroborate), N12CC[N+](CC1)(CC2)[O-] (1,4-Diazabicyclo[2.2.2]octane N-oxide), IC (iodomethane), [NH+]12CC[NH+](CC1)CC2 (1,4-Diazoniabicyclo[2.2.2]octane), OO (hydrogen peroxide). Solvent: C(C)#N (acetonitrile), C1CCOC1 (THF). Conditions: time 8 hour. Product: 1-fluoro-4-methoxy-1,4-diazoniabicyclo[2.2.2]octane bis(tetrafluoroborate) 1,4-Diazoniabicyclo[2.2.2]octane N-oxide, F[B-](F)(F)F.CO[N+]12CCN(CC1)CC2 (1-methoxy-4-aza-1-azoniabicyclo[2.2.2]octane tetrafluoroborate). As a reaction SMILES: [NH+]12CC[NH+](CC1)C[CH2:2]2.OO.[N:11]12[CH2:18][CH2:17][N+:14]([O-:19])([CH2:15][CH2:16]1)[CH2:13][CH2:12]2.IC.[F:22][B-:23]([F:26])([F:25])[F:24].[Na+]>C1COCC1.C(#N)C>[F:22][B-:23]([F:26])([F:25])[F:24].[CH3:2][O:19][N+:14]12[CH2:17][CH2:18][N:11]([CH2:16][CH2:15]1)[CH2:12][CH2:13]2 |f:4.5,8.9|. Procedure: 1-fluoro-4-methoxy-1,4-diazoniabicyclo[2.2.2]octane bis(tetrafluoroborate) 1,4-Diazoniabicyclo[2.2.2]octane N-oxide is prepared by the reaction of 1,4-Diazoniabicyclo[2.2.2]octane with hydrogen peroxide as described by Farkas in J. Chem. Eng. Data (1968) 13, 278. 1,4-Diazabicyclo[2.2.2]octane N-oxide (12.8 g, 10 mmol) in THF (100 mL) is reacted with iodomethane (14.1 g, 10 mmol) until the reaction is complete by TLC. The reaction is evaporated, diluted with acetonitrile (100 mL) and sodium tetra... Reactants: Cl (hydrochloric acid), [B-]C#N.[Na+] (sodium cyanotrihydroborate), C(C)(=O)O (acetic acid), FC1=C(C=C(C(=C1)OC)OC)C(C1=NN(C(N1)=O)C1=C(C(=O)O)C=CC=C1)=NC1=CC=C(C=C1)C1=NOC(=N1)C (2-(3-{(2-fluoro-4,5-dimethoxyphenyl)-[4-(5-methyl-[1,2,4]oxadiazol-3-yl)phenylimino]methyl}-5-oxo-4,5-dihydro-[1,2,4]triazol-1-yl)benzoic acid). Run in O (water), C(C)(=O)OCC (ethyl acetate), C1CCOC1 (THF), CO (methanol). Conditions: time 10 minute. The product is FC1=C(C=C(C(=C1)OC)OC)C(C1=NN(C(N1)=O)C1=C(C(=O)O)C=CC=C1)NC1=CC=C(C=C1)C1=NOC(=N1)C (2-(3-{(2-fluoro-4,5-dimethoxyphenyl)-[4-(5-methyl-[1,2,4]oxadiazol-3-yl)phenylamino]methyl}-5-oxo-4,5-dihydro-[1,2,4]triazol-1-yl)benzoic acid). The yield is 93.2%. RXN SMILES: [B-]C#N.[Na+].C(O)(=O)C.[F:9][C:10]1[CH:15]=[C:14]([O:16][CH3:17])[C:13]([O:18][CH3:19])=[CH:12][C:11]=1[C:20](=[N:36][C:37]1[CH:42]=[CH:41][C:40]([C:43]2[N:47]=[C:46]([CH3:48])[O:45][N:44]=2)=[CH:39][CH:38]=1)[C:21]1[NH:25][C:24](=[O:26])[N:23]([C:27]2[CH:35]=[CH:34][CH:33]=[CH:32][C:28]=2[C:29]([OH:31])=[O:30])[N:22]=1.Cl>CO.O.C(OCC)(=O)C.C1COCC1>[F:9][C:10]1[CH:15]=[C:14]([O:16][CH3:17])[C:13]([O:18][CH3:19])=[CH:12][C:11]=1[CH:20]([NH:36][C:37]1[CH:42]=[CH:41][C:40]([C:43]2[N:47]=[C:46]([CH3:48])[O:45][N:44]=2)=[CH:39][CH:38]=1)[C:21]1[NH:25][C:24](=[O:26])[N:23]([C:27]2[CH:35]=[CH:34][CH:33]=[CH:32][C:28]=2[C:29]([OH:31])=[O:30])[N:22]=1 |f:0.1|. Procedure details: After adding 312 mg of sodium cyanotrihydroborate, 0.114 ml of acetic acid and 1.5 g of MS3A to a solution of 539 mg of 2-(3-{(2-fluoro-4,5-dimethoxyphenyl)-[4-(5-methyl-[1,2,4]oxadiazol-3-yl)phenylimino]methyl}-5-oxo-4,5-dihydro-[1,2,4]triazol-1-yl)benzoic acid in 40 ml of a methanol:THF=1:1 mixed solvent, the mixture was stirred at room temperature for 48 hours. Next, 0.7 ml of 5N hydrochloric acid was added, the reaction mixture was stirred at room temperature for 10 minutes, ethyl acetate an...